This data is from the Open Reaction Database (ORD), a public repository of structured organic reaction records. The task is: describe an organic reaction: reactants, conditions, products, and yield Starting materials: CCOC1(OCC)CCCN1C, Cc1cccc(CCl)c1, CCOCC, [Cl-], [Mg], [NH4+]. Yields the product Cc1cccc(CC2CCCN2C)c1. Reaction SMILES: [CH2:11]([O:12][C:14]1([O:13][CH2:20][CH3:21])[N:15]([CH3:19])[CH2:16][CH2:17][CH2:18]1)[CH3:22].[CH3:1][c:2]1[cH:3][c:4]([CH2:5][Cl:6])[cH:7][cH:8][cH:9]1.[CH3:25][CH2:26][O:27][CH2:28][CH3:29].[Cl-:23].[Mg:10].[NH4+:24]>>[CH3:1][c:2]1[cH:3][c:4]([CH2:5][CH:14]2[N:15]([CH3:19])[CH2:16][CH2:17][CH2:18]2)[cH:7][cH:8][cH:9]1. Starting materials: O=C1C=2C=CC=CC2C2=NC(=C(N=C21)C#N)C#N (9-oxo-9H-indeno[1,2-b]pyrazine-2,3-dicarbonitrile), C(C)(=O)[O-].[NH4+] (ammonium acetate), [O-]S(=O)(=O)[O-].[Na+].[Na+] (Na2SO4). The solvent is C1CCOC1 (THF). Conditions: temperature 70 celsius, time 18 hour. Yields the product NC1=C(N=C2C(=N1)C=1C=CC=CC1C2=O)C#N (3-amino-9-oxo-9H-indeno[1,2-b]pyrazine-2-carbonitrile). Yield: 89.5%. RXN SMILES: [O:1]=[C:2]1[C:14]2[C:9](=[N:10][C:11](C#N)=[C:12]([C:15]#[N:16])[N:13]=2)[C:8]2[CH:7]=[CH:6][CH:5]=[CH:4][C:3]1=2.C([O-])(=O)C.[NH4+:23].[O-]S([O-])(=O)=O.[Na+].[Na+]>C1COCC1>[NH2:23][C:11]1[N:10]=[C:9]2[C:8]3[CH:7]=[CH:6][CH:5]=[CH:4][C:3]=3[C:2](=[O:1])[C:14]2=[N:13][C:12]=1[C:15]#[N:16] |f:1.2,3.4.5|. Reported procedure: A mixture of 1 (201 mg, 0.86 mmol), ammonium acetate (331 mg, 4.3 mmol) and Na2SO4 (200 mg) in THF (2.9 ml) was stirred at 70° C. in sealed tube for 18 hours. The solvent was evaporated, water (5 ml) was added and the precipitate filtered, washed with water and dried under vacuum, affording 7 (171 mg, 90%) as green solid. The reactants are BrC=1C=C(C(=NC1)C1=CCC2(OCCO2)CC1)C (5-bromo-2-(1,4-dioxaspiro[4.5]decan-7-en-8-yl)-3-methylpyridine), C(C1=CC=CC=C1)(C1=CC=CC=C1)=N (benzophenone imine), CC(C)([O-])C.[Na+] (sodium tert-butoxide), ice water. The reagents and catalysts are C(C)(=O)[O-].[Pd+2].C(C)(=O)[O-] (palladium acetate), C1(=CC=CC=C1)P(C1=C(C2=CC=CC=C2C=C1)C1=C(C=CC2=CC=CC=C12)P(C1=CC=CC=C1)C1=CC=CC=C1)C1=CC=CC=C1 ((±)-2,2′-bis(diphenylphosphino)-1,1′-binaphthyl). Solvent: C1(=CC=CC=C1)C (toluene). Conditions: time 6 hour. Product: O1CCOC12CCC(CC2)C2=C(C=C(C=N2)N=C(C2=CC=CC=C2)C2=CC=CC=C2)C (6-(1,4-dioxaspiro[4.5]decan-8-yl)-N-(diphenylmethylene)-5-methylpyridin-3-amine). The yield is 93.6%. As a reaction SMILES: Br[C:2]1[CH:3]=[C:4]([CH3:18])[C:5]([C:8]2[CH2:17][CH2:16][C:11]3([O:15][CH2:14][CH2:13][O:12]3)[CH2:10][CH:9]=2)=[N:6][CH:7]=1.[C:19](=[NH:32])([C:26]1[CH:31]=[CH:30][CH:29]=[CH:28][CH:27]=1)[C:20]1[CH:25]=[CH:24][CH:23]=[CH:22][CH:21]=1.CC(C)([O-])C.[Na+]>C1(C)C=CC=CC=1.C([O-])(=O)C.[Pd+2].C([O-])(=O)C.C1(P(C2C=CC=CC=2)C2C=CC3C(=CC=CC=3)C=2C2C3C(=CC=CC=3)C=CC=2P(C2C=CC=CC=2)C2C=CC=CC=2)C=CC=CC=1>[O:15]1[C:11]2([CH2:16][CH2:17][CH:8]([C:5]3[N:6]=[CH:7][C:2]([N:32]=[C:19]([C:20]4[CH:25]=[CH:24][CH:23]=[CH:22][CH:21]=4)[C:26]4[CH:31]=[CH:30][CH:29]=[CH:28][CH:27]=4)=[CH:3][C:4]=3[CH3:18])[CH2:9][CH2:10]2)[O:12][CH2:13][CH2:14]1 |f:2.3,5.6.7|. Procedure: A suspension of 5-bromo-2-(1,4-dioxaspiro[4.5]decan-7-en-8-yl)-3-methylpyridine (22.5 g) in Reference Example 105, benzophenone imine (13.9 g), palladium acetate (204 mg), (±)-2,2′-bis(diphenylphosphino)-1,1′-binaphthyl (567 mg) and sodium tert-butoxide (10.5 g) in toluene (150 ml) was stirred for 6 hours under heating to reflux. After completion of the reaction, the mixture was allowed to cool, ice water was added thereto, and the mixture was extracted with chloroform. The organic layer was dri... The reactants are ClC1=CC=C(C=C1)C(C(=O)NC1=CC=C(C(=O)OCC)C=C1)C1=CC=C(C=C1)Cl (p-[2,2-bis(p-chlorophenyl)acetamido]benzoic acid, ethyl ester), Cl (hydrochloric acid), [OH-].[K+] (potassium hydroxide), C(C)O (ethanol). Run in O (water). Yields the product ClC1=CC=C(C=C1)C(C(=O)NC1=CC=C(C(=O)O)C=C1)C1=CC=C(C=C1)Cl (4-[2,2-Bis(p-chlorophenyl)acetamido]benzoic acid). As a reaction SMILES: [Cl:1][C:2]1[CH:7]=[CH:6][C:5]([CH:8]([C:23]2[CH:28]=[CH:27][C:26]([Cl:29])=[CH:25][CH:24]=2)[C:9]([NH:11][C:12]2[CH:22]=[CH:21][C:15]([C:16]([O:18]CC)=[O:17])=[CH:14][CH:13]=2)=[O:10])=[CH:4][CH:3]=1.[OH-].[K+].C(O)C.Cl>O>[Cl:1][C:2]1[CH:7]=[CH:6][C:5]([CH:8]([C:23]2[CH:28]=[CH:27][C:26]([Cl:29])=[CH:25][CH:24]=2)[C:9]([NH:11][C:12]2[CH:22]=[CH:21][C:15]([C:16]([OH:18])=[O:17])=[CH:14][CH:13]=2)=[O:10])=[CH:4][CH:3]=1 |f:1.2|. Procedure: A mixture of 6.0 g. of p-[2,2-bis(p-chlorophenyl)acetamido]benzoic acid, ethyl ester, 920 mg. of potassium hydroxide, and 50 ml. of 95% ethanol is stirred at 75° C. for 9 hours, cooled, diluted with 100 ml. of water, and the pH is adjusted to 2.0 with 37% hydrochloric acid. The precipitate is collected, washed with water, dried and recrystallized from 100 ml. of ethanol, giving 2.78 g. of the desired product as colorless crystals, m.p. 272°-274° C.